Dataset: the Open Reaction Database (ORD), a public repository of structured organic reaction records. Task: describe an organic reaction: reactants, conditions, products, and yield Starting materials: NC1=NC(=CC(=N1)C1=CC(=C(C#N)C=C1)F)N1C[C@@H](C[C@H](C1)N1C(OCC1)=O)C (4-{2-amino-6-[(3R,5R)-3-methyl-5-(2-oxo-1,3-oxazolidin-3-yl)-1-piperidinyl]-4-pyrimidinyl}-2-fluorobenzonitrile), C(C)O (ethanol), O.NN (hydrazine monohydrate), [NH4+].[OH-] (NH4OH). Run in CO (CH3OH), C(Cl)Cl (CH2Cl2), C(Cl)Cl (CH2Cl2), C(Cl)Cl (CH2Cl2), CO (CH3OH). Run at temperature 100 celsius. Product: NC1=NC(=CC(=N1)N1C[C@@H](C[C@H](C1)C)N1C(OCC1)=O)C1=CC=C2C(=NNC2=C1)N (3-{(3R,5R)-1-[2-Amino-6-(3-amino-1H-indazol-6-yl)-4-pyrimidinyl]-5-methyl-3-piperidinyl}-1,3-oxazolidin-2-one). Reaction SMILES: [NH2:1][C:2]1[N:7]=[C:6]([C:8]2[CH:15]=[CH:14][C:11]([C:12]#[N:13])=[C:10](F)[CH:9]=2)[CH:5]=[C:4]([N:17]2[CH2:22][C@H:21]([N:23]3CCO[C:24]3=[O:28])[CH2:20][C@@H:19]([CH3:29])[CH2:18]2)[N:3]=1.[CH2:30]([OH:32])[CH3:31].O.[NH2:34][NH2:35].[NH4+].[OH-]>C(Cl)Cl.CO>[NH2:1][C:2]1[N:3]=[C:4]([N:17]2[CH2:18][C@H:19]([CH3:29])[CH2:20][C@@H:21]([N:23]3[CH2:31][CH2:30][O:32][C:24]3=[O:28])[CH2:22]2)[CH:5]=[C:6]([C:8]2[CH:9]=[C:10]3[C:11]([C:12]([NH2:13])=[N:34][NH:35]3)=[CH:14][CH:15]=2)[N:7]=1 |f:2.3,4.5|. Procedure details: Into a 5 mL sealable vial were added 4-{2-amino-6-[(3R,5R)-3-methyl-5-(2-oxo-1,3-oxazolidin-3-yl)-1-piperidinyl]-4-pyrimidinyl}-2-fluorobenzonitrile (96 mg, 0.242 mmol) and ethanol (10 mL) followed by hydrazine monohydrate (0.356 mL, 7.27 mmol). The reaction vial was capped and was heated at 100° C. overnight. The reaction was concentrated, then dissolved in 2 mL of DMSO and purified on HPLC (HPLC condition: open-access Gilson using Trilution software with a Sunfire 5u C18(2) 100A. 50×30.00 mm 5... The reactants are FC=1C=C(C=C(C1)F)CC(=O)N[C@@H](C)C(=O)O (N-(3,5-difluorophenylacetyl)-L-alanine), solid, COC([C@@H](N)CC1=CC=C(C=C1)O)=O (L-tyrosine methyl ester). Product: COC([C@@H](NC([C@@H](NC(CC1=CC(=CC(=C1)F)F)=O)C)=O)CC1=CC=C(C=C1)O)=O (N-[N-(3,5-Difluorophenylacetyl)-L-alaninyl]-L-tyrosine Methyl Ester). Run in EtOAc hexanes. Procedure details: Following General Procedure A and using N-(3,5-difluorophenylacetyl)-L-alanine (from Example B2 above) and L-tyrosine methyl ester (Bachem), the title compound was prepared as a solid (mp=85-88° C.). The reaction was monitored by tlc (Rf=0.27 in 50% EtOAc/hexanes) and the product was purified by silica gel column chromatography. Reaction SMILES: [F:1][C:2]1[CH:3]=[C:4]([CH2:9][C:10]([NH:12][C@H:13]([C:15]([OH:17])=O)[CH3:14])=[O:11])[CH:5]=[C:6]([F:8])[CH:7]=1.[CH3:18][O:19][C:20](=[O:31])[C@H:21]([CH2:23][C:24]1[CH:29]=[CH:28][C:27]([OH:30])=[CH:26][CH:25]=1)[NH2:22]>>[CH3:18][O:19][C:20](=[O:31])[C@H:21]([CH2:23][C:24]1[CH:25]=[CH:26][C:27]([OH:30])=[CH:28][CH:29]=1)[NH:22][C:15](=[O:17])[C@H:13]([CH3:14])[NH:12][C:10](=[O:11])[CH2:9][C:4]1[CH:5]=[C:6]([F:8])[CH:7]=[C:2]([F:1])[CH:3]=1. Reactants: CN(C)C=O (DMF), C(C)(C)(C)OC(NC1C(C=C(C=C1)I)(F)C1=C(C(=CC(=C1)F)F)C#N)=O (2(2-Cyano-3,5-difluoro-phenyl)-(2-fluoro-4-iodo-phenyl)-carbamic acid tert-butyl ester), C(=O)([O-])[O-].[Cs+].[Cs+] (Cs2CO3), CN(C)C=O (DMF), C(C)(C)(C)OC(NC1=CC(=CC=C1)O)=O ((3-hydroxy-phenyl)-carbamic acid tert-butyl ester). Conditions: temperature 50 celsius, time 16 hour. Yields the product C(C)(C)(C)OC(N(C1=C(C=C(C=C1)I)F)C1=C(C(=CC(=C1)F)OC1=CC(=CC=C1)NC(=O)OC(C)(C)C)C#N)=O ([3-(3-tert-Butoxycarbonylamino-phenoxy)-2-cyano-5-fluoro-phenyl]-(2-fluoro-4-iodo-phenyl)-carbamic acid tert-butyl ester). RXN SMILES: [C:1]([O:5][C:6](=[O:26])[NH:7][CH:8]1[CH:13]=[CH:12][C:11]([I:14])=[CH:10][C:9]1(C1C=C(F)C=C(F)C=1C#N)[F:15])([CH3:4])([CH3:3])[CH3:2].C([O-])([O-])=O.[Cs+].[Cs+].[C:33]([O:37][C:38](=[O:47])[NH:39][C:40]1[CH:45]=[CH:44][CH:43]=[C:42]([OH:46])[CH:41]=1)([CH3:36])([CH3:35])[CH3:34].C[N:49]([CH:51]=O)C>>[C:1]([O:5][C:6](=[O:26])[N:7]([C:11]1[CH:10]=[C:9]([F:15])[CH:8]=[C:13]([O:46][C:42]2[CH:43]=[CH:44][CH:45]=[C:40]([NH:39][C:38]([O:37][C:33]([CH3:36])([CH3:34])[CH3:35])=[O:47])[CH:41]=2)[C:12]=1[C:51]#[N:49])[C:8]1[CH:13]=[CH:12][C:11]([I:14])=[CH:10][C:9]=1[F:15])([CH3:2])([CH3:3])[CH3:4] |f:1.2.3|. Reported procedure: 500 mg 2(2-Cyano-3,5-difluoro-phenyl)-(2-fluoro-4-iodo-phenyl)-carbamic acid tert-butyl ester (1.05 mmol, 1 eq.) and 412 mg Cs2CO3 (1.27 mmol, 1.2 eq) were dissolved in 5.5 mL DMF and treated with 265 mg (3-hydroxy-phenyl)-carbamic acid tert-butyl ester (1.27 mmol. 1.2 eq.) dissolved in 5.5 mL DMF. The resulting mixture is stirred at 50° C. for 16 h. Extractive workup provided a crude product containing the desired target compound as a mixture of regioisomers along with a smaller fraction of the... Starting materials: N1=CC=CC=C1 (pyridine), FC(OC=1C=C2C=CC=NC2=C(C1)N)(F)F (6-(trifluoromethoxy)quinolin-8-amine), N1=C(C=CC=C1)S(=O)(=O)Cl (pyridine-2-sulfonyl chloride), FC(OC=1C=C2C=CC=NC2=C(C1)N)(F)F (6-(trifluoromethoxy)quinolin-8-amine), N1=C(C=CC=C1)S(=O)(=O)Cl (pyridine-2-sulfonyl chloride). Reagents/catalysts: CN(C)C=1C=CN=CC1 (DMAP). Run in C(Cl)Cl (DCM). The product is FC(OC=1C=C2C=CC=NC2=C(C1)NS(=O)(=O)C1=NC=CC=C1)(F)F (Pyridine-2-sulfonic acid (6-trifluoromethoxy-quinolin-8-yl)-amide). Isolated yield 56.4%. Reaction SMILES: [F:1][C:2]([F:16])([F:15])[O:3][C:4]1[CH:5]=[C:6]2[C:11](=[C:12]([NH2:14])[CH:13]=1)[N:10]=[CH:9][CH:8]=[CH:7]2.[N:17]1[CH:22]=[CH:21][CH:20]=[CH:19][C:18]=1[S:23](Cl)(=[O:25])=[O:24].N1C=CC=CC=1>CN(C1C=CN=CC=1)C.C(Cl)Cl>[F:16][C:2]([F:1])([F:15])[O:3][C:4]1[CH:5]=[C:6]2[C:11](=[C:12]([NH:14][S:23]([C:18]3[CH:19]=[CH:20][CH:21]=[CH:22][N:17]=3)(=[O:25])=[O:24])[CH:13]=1)[N:10]=[CH:9][CH:8]=[CH:7]2. Procedure details: In a similar fashion using route 14 general procedure 27, 6-trifluoromethoxy-quinolin-8-ylamine (Intermediate 46) (110 mg, 0.48 mmol), pyridine-2-sulfonyl chloride (Intermediate 18) (102 mg, 0.57 mmol), pyridine (0.08 ml, 0.96 mmol), DMAP (cat.) and DCM (5 ml) gave the title compound (100 mg, 56%) after purification by column chromatography with n-hexane/DCM (50:50) as the eluent. Run in O (water). Reaction SMILES: [CH3:1][N:2]1[C@@H:19]2[CH2:20][C:7]3=[CH:8][CH:9]=[C:10]([OH:22])[C:11]4[O:12][C@H:13]5[C:14]([CH2:16][CH2:17][C@:18]2([OH:21])[C@:5]5([C:6]=43)[CH2:4][CH2:3]1)=O.Cl.C[O:25][NH2:26].[OH-].[Na+].[CH3:29]O>O>[CH3:29][CH:14]1[C:16](=[N:26][OH:25])[CH2:17][C@:18]2([OH:21])[C@:5]34[CH2:4][CH2:3][N:2]([CH3:1])[C@@H:19]2[CH2:20][C:7]2[CH:8]=[CH:9][C:10]([OH:22])=[C:11]([O:12][C@@H:13]13)[C:6]4=2 |f:1.2,3.4|. Product: CC1[C@H]2[C@]34C=5C(=C(C=CC5C[C@H]([C@@]3(CC1=NO)O)N(CC4)C)O)O2 (6-Methyloximino-17-methyl-4,5 α-epoxy-3, 14-dihydroxymorphinan). Procedure: A solution of oxymorphone (0.9 g, 3 mmol) and O-methyl hydroxylamine hydrochloride (0.33 g, 3.9 mmol) in 15 mL MeOH containing 1.6 mL of 10% aqueous NaOH was refluxed for 5 h, cooled, diluted with water (approximately 100 mL) and extracted with 150 mL CHCl3 (3×50 mL). The combined extracts were dried (MgSO4), and evaporated. The residue obtained was recrystallized from CH2Cl2 -hexane to yield 0.84 g on the product. It was further purified by flash column chromatography on silica gel, eluting wit... The reactants are CN1CC[C@]23C=4C5=CC=C(C4O[C@H]2C(=O)CC[C@]3([C@H]1C5)O)O (oxymorphone), Cl.CON (O-methyl hydroxylamine hydrochloride), [OH-].[Na+] (NaOH), CO (MeOH).